This data is from the Open Reaction Database (ORD), a public repository of structured organic reaction records. The task is: describe an organic reaction: reactants, conditions, products, and yield Starting materials: O.[Na] (Sodium hydrate), ClCCC(C1=CC=C(C=C1)F)C1=NN=C(N1)\C=C\C1=CC(=C(C=C1)N1C=NC(=C1)C)OC (3-[3-chloro-1-(4-fluorophenyl)propyl]-5-{(E)-2-[3-methoxy-4-(4-methyl-1H-imidazol-1-yl)phenyl]vinyl}-4H-[1,2,4]triazole), C(C)(=O)OCC (Ethyl acetate), O.C([O-])(O)=O.[Na+] (sodium bicarbonate water). Run in CN(C)C=O (DMF). Reaction conditions: time 13 hour. The product is FC1=CC=C(C=C1)C1(CCN2N=C(N=C21)\C=C\C2=CC(=C(C=C2)N2C=NC(=C2)C)OC)O (7-(4-fluorophenyl)-2-{(E)-2-[3-methoxy-4-(4-methyl-1H-imidazol-1-yl)phenyl]vinyl}-6,7-dihydro-5H-pyrrolo[1,2-b][1,2,4]triazol-7-ol). Reaction SMILES: O.[Na].Cl[CH2:4][CH2:5][CH:6]([C:14]1[NH:18][C:17](/[CH:19]=[CH:20]/[C:21]2[CH:26]=[CH:25][C:24]([N:27]3[CH:31]=[C:30]([CH3:32])[N:29]=[CH:28]3)=[C:23]([O:33][CH3:34])[CH:22]=2)=[N:16][N:15]=1)[C:7]1[CH:12]=[CH:11][C:10]([F:13])=[CH:9][CH:8]=1.C(OCC)(=[O:37])C.O.C(=O)(O)[O-].[Na+]>CN(C=O)C>[F:13][C:10]1[CH:9]=[CH:8][C:7]([C:6]2([OH:37])[C:14]3[N:15]([N:16]=[C:17](/[CH:19]=[CH:20]/[C:21]4[CH:26]=[CH:25][C:24]([N:27]5[CH:31]=[C:30]([CH3:32])[N:29]=[CH:28]5)=[C:23]([O:33][CH3:34])[CH:22]=4)[N:18]=3)[CH2:4][CH2:5]2)=[CH:12][CH:11]=1 |f:0.1,4.5.6,^1:1|. Procedure details: Sodium hydrate (containing mineral oil at 40%, 15 mg) was added to a solution of 3-[3-chloro-1-(4-fluorophenyl)propyl]-5-{(E)-2-[3-methoxy-4-(4-methyl-1H-imidazol-1-yl)phenyl]vinyl}-4H-[1,2,4]triazole (86 mg) in DMF (1 mL), and the reaction solution was stirred at room temperature for 13 hours. Ethyl acetate and saturated sodium bicarbonate water were added to the reaction solution, and the organic layer was separated. The resulting organic layer was dried over anhydrous magnesium sulfate and th... Starting materials: C1(CCCCC1)C(C=1OC2=C(C1COC)C=C(C=C2)F)NC2=CC=C(C=C2)C(=O)N(CCC(=O)OCC)C (Ethyl 3-[{[4-({cyclohexyl[5-fluoro-3-(methoxymethyl)-1-benzofuran-2-yl]methyl}amino)phenyl]carbonyl}(methyl)amino]propanoate), [OH-].[Na+] (sodium hydroxide), CCCCCC.C(C)O (hexane ethanol), C(C)O (ethanol). Run in O1CCCC1 (tetrahydrofuran). Conditions: time 1 hour. Yields the product C1(CCCCC1)C(C=1OC2=C(C1COC)C=C(C=C2)F)NC2=CC=C(C=C2)C(=O)N(CCC(=O)O)C (3-[{[4-({cyclohexyl[5-fluoro-3-(methoxymethyl)-1-benzofuran-2-yl]methyl}amino)phenyl]carbonyl}(methyl)amino]propanoic acid). RXN SMILES: [CH:1]1([CH:7]([NH:21][C:22]2[CH:27]=[CH:26][C:25]([C:28]([N:30]([CH3:38])[CH2:31][CH2:32][C:33]([O:35]CC)=[O:34])=[O:29])=[CH:24][CH:23]=2)[C:8]2[O:9][C:10]3[CH:19]=[CH:18][C:17]([F:20])=[CH:16][C:11]=3[C:12]=2[CH2:13][O:14][CH3:15])[CH2:6][CH2:5][CH2:4][CH2:3][CH2:2]1.CCCCCC.C(O)C.C(O)C.[OH-].[Na+]>O1CCCC1>[CH:1]1([CH:7]([NH:21][C:22]2[CH:23]=[CH:24][C:25]([C:28]([N:30]([CH3:38])[CH2:31][CH2:32][C:33]([OH:35])=[O:34])=[O:29])=[CH:26][CH:27]=2)[C:8]2[O:9][C:10]3[CH:19]=[CH:18][C:17]([F:20])=[CH:16][C:11]=3[C:12]=2[CH2:13][O:14][CH3:15])[CH2:6][CH2:5][CH2:4][CH2:3][CH2:2]1 |f:1.2,4.5|. Procedure details: Ethyl 3-[{[4-({cyclohexyl[5-fluoro-3-(methoxymethyl)-1-benzofuran-2-yl]methyl}amino)phenyl]carbonyl}(methyl)amino]propanoate (1.20 g) synthesized in Example A48(1) was fractionated by high performance liquid chromatography (column: CHIRALPAK AD (50 mm ID×500 mL, manufactured by Daicel Chemical Industries, Ltd., mobile phase: hexane/ethanol (200/800), flow rate: 60 mL/min, column temperature: 30° C.). The fraction containing an optically active form having a shorter retention time under the above... The reactants are Cl.NO (hydroxylamine hydrochloride), C([O-])([O-])=O.[Na+].[Na+] (sodium carbonate), CC1=CC=C(C=C1)C1=CC=C(C=C1)C(CCC(=O)O)=O (4-(4′-methyl-biphenyl-4-yl)-4-oxo-butyric acid). Run in C(C)O (ethanol). Product: ON=C(CCC(=O)O)C1=CC=C(C=C1)C1=CC=C(C=C1)C (4-hydroxyimino-4-(4′-methyl-biphenyl-4-yl)-butyric acid). The yield is 90.5%. RXN SMILES: [CH3:1][C:2]1[CH:7]=[CH:6][C:5]([C:8]2[CH:13]=[CH:12][C:11]([C:14](=O)[CH2:15][CH2:16][C:17]([OH:19])=[O:18])=[CH:10][CH:9]=2)=[CH:4][CH:3]=1.Cl.[NH2:22][OH:23].C(=O)([O-])[O-].[Na+].[Na+]>C(O)C>[OH:23][N:22]=[C:14]([C:11]1[CH:12]=[CH:13][C:8]([C:5]2[CH:6]=[CH:7][C:2]([CH3:1])=[CH:3][CH:4]=2)=[CH:9][CH:10]=1)[CH2:15][CH2:16][C:17]([OH:19])=[O:18] |f:1.2,3.4.5|. Reported procedure: In a manner similar to Example 4, Step (c), 4-(4′-methyl-biphenyl-4-yl)-4-oxo-butyric acid (1.052 g, 0.003922 mol) was allowed to react with hydroxylamine hydrochloride (0.3245 g, 0.00467 mol) in the presence of sodium carbonate (0.498 g, 0.00470 mol) in absolute ethanol to give 1.006 g of 4-hydroxyimino-4-(4′-methyl-biphenyl-4-yl)-butyric acid as a white solid; mp 176.5-177.5° C. The reactants are O[C@@H]1COCC1 ((S)-(+)-3-hydroxytetrahydrofuran), OC1=CC=C(C=C1)C(C(=O)OC)=O (methyl 2-(4-hydroxyphenyl)-2-oxoacetate), C1(=CC=CC=C1)P(C1=CC=CC=C1)C1=CC=CC=C1 (triphenylphosphine), N(=NC(=O)OCC)C(=O)OCC (diethyl azodicarboxylate). The solvent is O1CCCC1 (tetrahydrofuran). Reaction conditions: time 2 hour. Yields the product O1C[C@@H](CC1)OC1=CC=C(C=C1)C(C(=O)OC)=O (methyl 2-[4-[((3R)-tetrahydro-3-furanyl)oxy]phenyl]-2-oxoacetate). Yield: 54.0%. As a reaction SMILES: [OH:1][C@H:2]1[CH2:6][CH2:5][O:4][CH2:3]1.O[C:8]1[CH:13]=[CH:12][C:11]([C:14](=[O:19])[C:15]([O:17][CH3:18])=[O:16])=[CH:10][CH:9]=1.C1(P(C2C=CC=CC=2)C2C=CC=CC=2)C=CC=CC=1.N(C(OCC)=O)=NC(OCC)=O>O1CCCC1>[O:4]1[CH2:5][CH2:6][C@@H:2]([O:1][C:8]2[CH:9]=[CH:10][C:11]([C:14](=[O:19])[C:15]([O:17][CH3:18])=[O:16])=[CH:12][CH:13]=2)[CH2:3]1. Procedure: In 30 ml of tetrahydrofuran were dissolved 3.0 g of (S)-(+)-3-hydroxytetrahydrofuran, 6.6 g of methyl 2-(4-hydroxyphenyl)-2-oxoacetate and 8.90 g of triphenylphosphine. The thus prepared solution was mixed with 6.0 g of diethyl azodicarboxylate, and the mixture was stirred for 2 hours. After distilling off the solvent, the resulting residue was purified by subjecting it to silica gel column chromatography using chloroform as an eluant, thereby obtaining 4.60 g of methyl 2-[4-[((3R)-tetrahydro-3-... Reactants: NC=1C(=NC=CC1)OCC (3-amino-2-ethoxypyridine), C(CCC)(=O)C(C(=O)OCC)=COCC (ethyl 2-butyryl-3-ethoxyacrylate). Yields the product C(CCC)(=O)C(C(=O)OCC)=CNC=1C(=NC=CC1)OCC (Ethyl 2-butyryl-3-(2-ethoxypyridin-3-yl)aminoacrylate), C(CCC)(=O)C1=CNC2=C(N=CC=C2C1=O)OCC (3-butyryl-8-ethoxy-1,7-naphthyridin-4(1H)-one). Isolated yield 86.0%. RXN SMILES: [NH2:1][C:2]1[C:3]([O:8][CH2:9][CH3:10])=[N:4][CH:5]=[CH:6][CH:7]=1.[C:11]([C:16](=[CH:22]OCC)[C:17]([O:19][CH2:20][CH3:21])=[O:18])(=[O:15])[CH2:12][CH2:13][CH3:14]>>[C:11]([C:16](=[CH:22][NH:1][C:2]1[C:3]([O:8][CH2:9][CH3:10])=[N:4][CH:5]=[CH:6][CH:7]=1)[C:17]([O:19][CH2:20][CH3:21])=[O:18])(=[O:15])[CH2:12][CH2:13][CH3:14].[C:11]([C:16]1[C:17](=[O:18])[C:7]2[C:2](=[C:3]([O:8][CH2:9][CH3:10])[N:4]=[CH:5][CH:6]=2)[NH:1][CH:22]=1)(=[O:15])[CH2:12][CH2:13][CH3:14]. Procedure details: Ethyl 2-butyryl-3-(2-ethoxypyridin-3-yl)aminoacrylate (93%) was prepared from 3-amino-2-ethoxypyridine and ethyl 2-butyryl-3-ethoxyacrylate by following the procedure similar to that of Example 18(A), and then the product was subjected to cyclization in a similar manner to that of Example 18(B) to give 3-butyryl-8-ethoxy-1,7-naphthyridin-4(1H)-one (86%), which is then subjected to methanesulfonylation in a similar manner to that of Example 18(C) to give 3-butyryl-8-ethoxy-4-methanesulfonyloxy-1,...